Dataset: the Open Reaction Database (ORD), a public repository of structured organic reaction records. Task: describe an organic reaction: reactants, conditions, products, and yield The reactants are NC1=C(C=C(C=C1)SC1=CC=CC=C1)N (1,2-diamino-4-phenylthiobenzene), COC(=O)N=C=S (methoxycarbonyl isothiocyanate). Solvent: CC(=O)C (acetone). Product: COC(=O)NC(NC1=C(C=C(C=C1)SC1=CC=CC=C1)NC(=S)NC(=O)OC)=S (1,2-bis-(3-methoxycarbonyl-2-thioureido)-4-phenylthiobenzene). As a reaction SMILES: [NH2:1][C:2]1[CH:7]=[CH:6][C:5]([S:8][C:9]2[CH:14]=[CH:13][CH:12]=[CH:11][CH:10]=2)=[CH:4][C:3]=1[NH2:15].[CH3:16][O:17][C:18]([N:20]=[C:21]=[S:22])=[O:19]>CC(C)=O>[CH3:16][O:17][C:18]([NH:20][C:21](=[S:22])[NH:1][C:2]1[CH:7]=[CH:6][C:5]([S:8][C:9]2[CH:14]=[CH:13][CH:12]=[CH:11][CH:10]=2)=[CH:4][C:3]=1[NH:15][C:21]([NH:20][C:18]([O:17][CH3:16])=[O:19])=[S:22])=[O:19]. Procedure details: 1.6 G. 1,2-diamino-4-phenylthiobenzene is dissolved in 30 ml. acetone and treated with 4 g. methoxycarbonyl isothiocyanate at room temperature overnight. The mixture is concentrated under vacuum and the residue triturated with ether. Recrystallization from methanol-chloroform yields pure 1,2-bis-(3-methoxycarbonyl-2-thioureido)-4-phenylthiobenzene. The reactants are ClC=1C=C(C=CC1C#N)N1N=C2C3=C(CCC2C1C1CCCC1)C=C(C=C3)C(=O)O ((±)-(3SR,3aRS)-2-(3-chloro-4-cyanophenyl)-3-cyclopentyl-3,3a,4,5-tetrahydro-2H-benzo[g]indazole-7-carboxylic acid), C(C1=CC=CC=C1)O (benzyl alcohol). The product is ClC=1C=C(C=CC1C#N)N1N=C2C3=C(CCC2C1C1CCCC1)C=C(C=C3)C(=O)OCC3=CC=CC=C3 ((±)-(3SR,3aRS)-benzyl 2-(3-chloro-4-cyanophenyl)-3-cyclopentyl-3,3a,4,5-tetrahydro-2H-benzo[g]indazole-7-carboxylate). RXN SMILES: [Cl:1][C:2]1[CH:3]=[C:4]([N:10]2[CH:18]([CH:19]3[CH2:23][CH2:22][CH2:21][CH2:20]3)[CH:17]3[C:12]([C:13]4[CH:27]=[CH:26][C:25]([C:28]([OH:30])=[O:29])=[CH:24][C:14]=4[CH2:15][CH2:16]3)=[N:11]2)[CH:5]=[CH:6][C:7]=1[C:8]#[N:9].[CH2:31](O)[C:32]1[CH:37]=[CH:36][CH:35]=[CH:34][CH:33]=1>>[Cl:1][C:2]1[CH:3]=[C:4]([N:10]2[CH:18]([CH:19]3[CH2:20][CH2:21][CH2:22][CH2:23]3)[CH:17]3[C:12]([C:13]4[CH:27]=[CH:26][C:25]([C:28]([O:30][CH2:31][C:32]5[CH:37]=[CH:36][CH:35]=[CH:34][CH:33]=5)=[O:29])=[CH:24][C:14]=4[CH2:15][CH2:16]3)=[N:11]2)[CH:5]=[CH:6][C:7]=1[C:8]#[N:9]. Procedure: The title compound was prepared according to Method E from (±)-(3SR,3aRS)-2-(3-chloro-4-cyanophenyl)-3-cyclopentyl-3,3a,4,5-tetrahydro-2H-benzo[g]indazole-7-carboxylic acid, Example 15 and benzyl alcohol. Yellow solid, 193 mg. ES-MS m/z 510 (M+H). As a reaction SMILES: [C:58](=[O:59])([OH:60])[O-:61].[CH2:1]([c:2]1[cH:3][cH:4][cH:5][cH:6][cH:7]1)[O:8][CH2:9][CH2:10][CH2:11][CH2:12][N:13]1[CH2:14][CH2:15][c:16]2[cH:17][c:18]([CH2:25][CH:26]([CH3:27])[N:28]([C:29]([O:30][C:31]([CH3:32])([CH3:33])[CH3:34])=[O:35])[CH2:36][CH2:37][O:38][c:39]3[c:40]([O:45][CH2:46][C:47]([F:48])([F:49])[F:50])[cH:41][cH:42][cH:43][cH:44]3)[cH:19][c:20]([C:22](=[O:23])[NH2:24])[c:21]21.[CH2:63]([Cl:64])[Cl:65].[Na+:62].[OH:51][C:52]([C:53]([F:54])([F:55])[F:56])=[O:57]>>[CH2:1]([c:2]1[cH:3][cH:4][cH:5][cH:6][cH:7]1)[O:8][CH2:9][CH2:10][CH2:11][CH2:12][N:13]1[CH2:14][CH2:15][c:16]2[cH:17][c:18]([CH2:25][CH:26]([CH3:27])[NH:28][CH2:36][CH2:37][O:38][c:39]3[c:40]([O:45][CH2:46][C:47]([F:48])([F:49])[F:50])[cH:41][cH:42][cH:43][cH:44]3)[cH:19][c:20]([C:22](=[O:23])[NH2:24])[c:21]21. The reactants are O=C([O-])O, CC(Cc1cc2c(c(C(N)=O)c1)N(CCCCOCc1ccccc1)CC2)N(CCOc1ccccc1OCC(F)(F)F)C(=O)OC(C)(C)C, ClCCl, [Na+], O=C(O)C(F)(F)F. Yields the product CC(Cc1cc2c(c(C(N)=O)c1)N(CCCCOCc1ccccc1)CC2)NCCOc1ccccc1OCC(F)(F)F. The reactants are COCCOC, NCCc1ccc(O)cc1, CS(=O)(=O)c1nc(N)nc(-c2ccco2)c1C#N. Yields the product N#Cc1c(NCCc2ccc(O)cc2)nc(N)nc1-c1ccco1. As a reaction SMILES: [CH3:29][O:30][CH2:31][CH2:32][O:33][CH3:34].[NH2:19][CH2:20][CH2:21][c:22]1[cH:23][cH:24][c:25]([OH:26])[cH:27][cH:28]1.[NH2:1][c:2]1[n:3][c:4]([S:15]([CH3:16])(=[O:17])=[O:18])[c:5]([C:13]#[N:14])[c:6](-[c:8]2[o:9][cH:10][cH:11][cH:12]2)[n:7]1>>[NH2:1][c:2]1[n:3][c:4]([NH:19][CH2:20][CH2:21][c:22]2[cH:23][cH:24][c:25]([OH:26])[cH:27][cH:28]2)[c:5]([C:13]#[N:14])[c:6](-[c:8]2[o:9][cH:10][cH:11][cH:12]2)[n:7]1. Reactants: FC(C=1C=C(CN2C(C3=C(N(CCC2)C)N=C(N=C3Cl)SC)=O)C=C(C1)C(F)(F)F)(F)F (6-[3,5-bis(trifluoromethyl)benzyl]-4-chloro-5,6,7,8,9,10-hexahydro-10-methyl-2-(methylthio)-5-oxopyrimido[4,5-b][1,5]diazocine), CC1=C(C=CC=C1)OB(O)O (2-methylphenylboric acid). Product: FC(C=1C=C(CN2C(C3=C(N(CCC2)C)N=C(N=C3C3=C(C=CC=C3)C)SC)=O)C=C(C1)C(F)(F)F)(F)F (6-[3,5-bis(trifluoromethyl)benzyl]-5,6,7,8,9,10-hexahydro-10-methyl-4-(2-methylphenyl)-2-(methylthio)-5-oxopyrimido[4,5-b][1,5]diazocine). The yield is 100.0%. Reaction SMILES: [F:1][C:2]([F:32])([F:31])[C:3]1[CH:4]=[C:5]([CH:24]=[C:25]([C:27]([F:30])([F:29])[F:28])[CH:26]=1)[CH2:6][N:7]1[CH2:14][CH2:13][CH2:12][N:11]([CH3:15])[C:10]2[N:16]=[C:17]([S:21][CH3:22])[N:18]=[C:19](Cl)[C:9]=2[C:8]1=[O:23].[CH3:33][C:34]1[CH:39]=[CH:38][CH:37]=[CH:36][C:35]=1OB(O)O>>[F:1][C:2]([F:32])([F:31])[C:3]1[CH:4]=[C:5]([CH:24]=[C:25]([C:27]([F:30])([F:29])[F:28])[CH:26]=1)[CH2:6][N:7]1[CH2:14][CH2:13][CH2:12][N:11]([CH3:15])[C:10]2[N:16]=[C:17]([S:21][CH3:22])[N:18]=[C:19]([C:35]3[CH:36]=[CH:37][CH:38]=[CH:39][C:34]=3[CH3:33])[C:9]=2[C:8]1=[O:23]. Reported procedure: In a similar manner to Reference Example 10, 6-[3,5-bis(trifluoromethyl)benzyl]-4-chloro-5,6,7,8,9,10-hexahydro-10-methyl-2-(methylthio)-5-oxopyrimido[4,5-b][1,5]diazocine(Compound of Reference Example 9; 1.25 g) was reacted with 2-methylphenylboric acid (410 mg) to obtain 6-[3,5-bis(trifluoromethyl)benzyl]-5,6,7,8,9,10-hexahydro-10-methyl-4-(2-methylphenyl)-2-(methylthio)-5-oxopyrimido[4,5-b][1,5]diazocine (1.39 g, 100%). Reactants: CC(C)c1ccc(C=O)c(=O)c(O)c1, [Li]C, C1CCOC1. Product: CC(C)c1ccc(C(C)O)c(=O)c(O)c1. Reaction SMILES: [CH:1](=[O:2])[c:3]1[cH:4][cH:5][c:6]([CH:12]([CH3:13])[CH3:14])[cH:7][c:8]([OH:11])[c:9]1=[O:10].[Li:15][CH3:16].[O:17]1[CH2:18][CH2:19][CH2:20][CH2:21]1>>[CH:1]([OH:2])([c:3]1[cH:4][cH:5][c:6]([CH:12]([CH3:13])[CH3:14])[cH:7][c:8]([OH:11])[c:9]1=[O:10])[CH3:16]. Reactants: [Al+3], COC(C)(C)C, CCOC(=O)Nc1cscc1C(=O)OC, [H-], [H-], [H-], [H-], [Li+], [Na+], [OH-], O. Product: CCOC(=O)Nc1cscc1C=O. As a reaction SMILES: [Al+3:2].[C:25]([O:26][CH3:27])([CH3:28])([CH3:29])[CH3:30].[CH2:7]([CH3:8])[O:9][C:10](=[O:11])[NH:12][c:13]1[c:14]([C:18](=[O:19])[O:20][CH3:21])[cH:15][s:16][cH:17]1.[H-:1].[H-:4].[H-:5].[H-:6].[Li+:3].[Na+:24].[OH-:23].[OH2:22]>>[CH2:7]([CH3:8])[O:9][C:10](=[O:11])[NH:12][c:13]1[c:14]([CH:18]=[O:19])[cH:15][s:16][cH:17]1.